This data is from the Open Reaction Database (ORD), a public repository of structured organic reaction records. The task is: describe an organic reaction: reactants, conditions, products, and yield Procedure details: 6-Methyl-5-vinyl-3-(1-t-butyloxycarbonyl-(2S)-azetidinylmethoxy)pyridine (0.26 g, 0.86 mmol, from Example 35 above) was dissolved in MeOH (15 mL) and treated with 10% Pd/C (50 mg) and 1 atm hydrogen gas. After 1 day, the catalyst was removed, the solvent evaporated, and the residue was chromatographed (silica gel; hexanes-EtOAc, 1:1) to provide 5-ethyl-6-methyl-3-(1-t-butyloxycarbonyl-2-(S)-azetidinylmethoxy)pyridine (0.12 g, 45%): MS (CI/NH3) m/z: 307 (M+H)+ ; 1H NMR (300 MHz, CDCl3) δ 1.23 (t,... The reagents and catalysts are [Pd] (Pd/C). Product: C(C)C=1C=C(C=NC1C)OC[C@H]1N(CC1)C(=O)OC(C)(C)C (5-ethyl-6-methyl-3-(1-t-butyloxycarbonyl-2-(S)-azetidinylmethoxy)pyridine). The yield is 45.5%. Conditions: time 1 day. Reaction SMILES: [CH3:1][C:2]1[N:7]=[CH:6][C:5]([O:8][CH2:9][C@@H:10]2[CH2:13][CH2:12][N:11]2[C:14]([O:16][C:17]([CH3:20])([CH3:19])[CH3:18])=[O:15])=[CH:4][C:3]=1[CH:21]=[CH2:22].[H][H]>CO.[Pd]>[CH2:21]([C:3]1[CH:4]=[C:5]([O:8][CH2:9][C@@H:10]2[CH2:13][CH2:12][N:11]2[C:14]([O:16][C:17]([CH3:18])([CH3:20])[CH3:19])=[O:15])[CH:6]=[N:7][C:2]=1[CH3:1])[CH3:22]. Reactants: CC1=C(C=C(C=N1)OC[C@H]1N(CC1)C(=O)OC(C)(C)C)C=C (6-Methyl-5-vinyl-3-(1-t-butyloxycarbonyl-(2S)-azetidinylmethoxy)pyridine), [H][H] (hydrogen). Solvent: CO (MeOH). The reactants are NP(O)=O (aminophosphinic acid), BrCC(=O)OCCC(C)(C)C (neohexyl bromoacetate). Solvent: CC(CC)=O (2-butanone). Product: NP(OCCC(C)(C)C)=O (neohexyl aminophosphinate). Reaction SMILES: [NH2:1][PH:2](=[O:4])[OH:3].BrCC(O[CH2:10][CH2:11][C:12]([CH3:15])([CH3:14])[CH3:13])=O>CC(=O)CC>[NH2:1][PH:2](=[O:3])[O:4][CH2:10][CH2:11][C:12]([CH3:15])([CH3:14])[CH3:13]. Procedure: A mixture of 4-(2-chloro-4-trifluoromethylphenoxy)-1,2-dinitrobenzene (2.15 g), α-amino-(n-propyl)methylphosphinic acid (1.63 g), K2CO3 (1.64 g) and DMSO (10 ml) is stirred at RT for one week and then poured into water and extracted with ether. The aqueous solution is acidified with dilute HCl and extracted with ether. The combined extracts are dried and evaporated to dryness to give the aminophosphinic acid (XVI; R is NO2, R1 is Me, R2 is H, R6 is Et, R5 is H, Y is Cl, Z is CF3). The aminophosp... Reactants: CCOC(=O)c1cn(C)nc1Nc1cncnc1, C[Al](C)C, CO, ClCCl, [Mg+2], O=S(=O)([O-])[O-], C1COCCO1, O, Nc1ccn2cc(-c3ccccc3)nc2n1. Product: Cn1cc(C(=O)Nc2ccn3cc(-c4ccccc4)nc3n2)c(Nc2cncnc2)n1. Reaction SMILES: [CH2:21]([O:23][C:24](=[O:22])[c:26]1[c:27]([NH:32][c:33]2[cH:34][n:35][cH:36][n:37][cH:38]2)[n:28][n:29]([CH3:31])[cH:30]1)[CH3:25].[CH3:1][Al:2]([CH3:3])[CH3:4].[CH3:54][OH:55].[Cl:51][CH2:52][Cl:53].[Mg+2:39].[O-:40][S:41]([O-:42])(=[O:43])=[O:44].[O:45]1[CH2:46][CH2:47][O:48][CH2:49][CH2:50]1.[OH2:56].[c:5]1(-[c:11]2[n:12][c:13]3[n:14]([cH:15][cH:16][c:17]([NH2:19])[n:18]3)[cH:20]2)[cH:6][cH:7][cH:8][cH:9][cH:10]1>>[c:5]1(-[c:11]2[n:12][c:13]3[n:14]([cH:15][cH:16][c:17]([NH:19][C:24](=[O:23])[c:26]4[c:27]([NH:32][c:33]5[cH:34][n:35][cH:36][n:37][cH:38]5)[n:28][n:29]([CH3:31])[cH:30]4)[n:18]3)[cH:20]2)[cH:6][cH:7][cH:8][cH:9][cH:10]1. Starting materials: [N+](=O)([O-])C1=CC=C(CN2C(=NC3=C2C=CC=C3)CO)C=C1 (1-(4-nitrobenzyl)-2-hydroxymethylbenzimidazole), S(=O)(Cl)Cl (thionyl chloride). Solvent: C(Cl)(Cl)Cl (chloroform). Run at time 18 hour. Product: [N+](=O)([O-])C1=CC=C(CN2C(=NC3=C2C=CC=C3)CCl)C=C1 (1-(4-nitrobenzyl)-2-chloromethylbenzimidazole). RXN SMILES: [N+:1]([C:4]1[CH:21]=[CH:20][C:7]([CH2:8][N:9]2[C:13]3[CH:14]=[CH:15][CH:16]=[CH:17][C:12]=3[N:11]=[C:10]2[CH2:18]O)=[CH:6][CH:5]=1)([O-:3])=[O:2].S(Cl)([Cl:24])=O>C(Cl)(Cl)Cl>[N+:1]([C:4]1[CH:21]=[CH:20][C:7]([CH2:8][N:9]2[C:13]3[CH:14]=[CH:15][CH:16]=[CH:17][C:12]=3[N:11]=[C:10]2[CH2:18][Cl:24])=[CH:6][CH:5]=1)([O-:3])=[O:2]. Reported procedure: To a solution of 2.2 g 1-(4-nitrobenzyl)-2-hydroxymethylbenzimidazole in 30 mL of chloroform was added 3.3 mL of thionyl chloride. The reaction mixture was stirred at room temperature for 18 hours and then concentrated in vacuo. The residue was taken up in water, neutralized with K2CO3 to a pH of 10 and extracted into methylene chloride. The organic layer was dried over Na2SO4 and concentrated to give 2 g of 1-(4-nitrobenzyl)-2-chloromethylbenzimidazole as a yellowish solid. The reactants are solution, C(#N)[BH3-].[Na+] (sodium cyanoborohydride), ClC1=CC=C2C(=C(C(NC2=C1)=O)C1=CC(=CC(=C1)C)C)OCC1NCCCC1 (7-chloro-3-(3,5-dimethylphenyl)-4-(piperidin-2-yl-methoxy)-1H-quinolin-2-one), COC1=CC=C(C=C1)CCCC=O (4-(4-methoxyphenyl)-butyraldehyde). The reagents and catalysts are C(C)(=O)O (acetic acid). The solvent is O1CCCC1 (tetrahydrofuran), CO (methanol). Run at time 30 minute. Yields the product ClC1=CC=C2C(=C(C(NC2=C1)=O)C1=CC(=CC(=C1)C)C)OCC1N(CCCC1)CCCCC1=CC=C(C=C1)OC (7-chloro-3-(3,5-dimethylphenyl)-4-{1-[4-(4-methoxyphenyl)-butyl]-piperidin-2-yl-methoxy}-1H-quinolin-2-one). As a reaction SMILES: [Cl:1][C:2]1[CH:11]=[C:10]2[C:5]([C:6]([O:21][CH2:22][CH:23]3[CH2:28][CH2:27][CH2:26][CH2:25][NH:24]3)=[C:7]([C:13]3[CH:18]=[C:17]([CH3:19])[CH:16]=[C:15]([CH3:20])[CH:14]=3)[C:8](=[O:12])[NH:9]2)=[CH:4][CH:3]=1.[CH3:29][O:30][C:31]1[CH:36]=[CH:35][C:34]([CH2:37][CH2:38][CH2:39][CH:40]=O)=[CH:33][CH:32]=1.C([BH3-])#N.[Na+]>CO.C(O)(=O)C.O1CCCC1>[Cl:1][C:2]1[CH:11]=[C:10]2[C:5]([C:6]([O:21][CH2:22][CH:23]3[CH2:28][CH2:27][CH2:26][CH2:25][N:24]3[CH2:40][CH2:39][CH2:38][CH2:37][C:34]3[CH:33]=[CH:32][C:31]([O:30][CH3:29])=[CH:36][CH:35]=3)=[C:7]([C:13]3[CH:18]=[C:17]([CH3:19])[CH:16]=[C:15]([CH3:20])[CH:14]=3)[C:8](=[O:12])[NH:9]2)=[CH:4][CH:3]=1 |f:2.3|. Reported procedure: To a solution of 7-chloro-3-(3,5-dimethylphenyl)-4-(piperidin-2-yl-methoxy)-1H-quinolin-2-one (prepared essentially as described in Example 10, 34 mg in 3.0 mL dry methanol) was added 18 mg of 4-(4-methoxyphenyl)-butyraldehyde, 150 mg powdered 4 Å molecular sieves and one drop of acetic acid. After 30 minutes, 0.13 mL of a 1M solution of sodium cyanoborohydride in tetrahydrofuran was added and the mixture stirred at room temperature for 18 hours. At this time the reaction mixture was filtered th... Starting materials: O=C([O-])[O-], CN(C)C=O, COc1cc2ncc(C#N)c(Nc3ccc(F)c(Cl)c3)c2cc1NCCCl, [I-], [K+], [K+], [Na+]. Yields the product COc1cc2ncc(C#N)c(Nc3ccc(F)c(Cl)c3)c2cc1N1CC1. RXN SMILES: [C:30](=[O:31])([O-:32])[O-:33].[CH3:36][N:37]([CH3:38])[CH:39]=[O:40].[Cl:1][CH2:2][CH2:3][NH:4][c:5]1[cH:6][c:7]2[c:8]([NH:19][c:20]3[cH:21][c:22]([Cl:27])[c:23]([F:26])[cH:24][cH:25]3)[c:9]([C:17]#[N:18])[cH:10][n:11][c:12]2[cH:13][c:14]1[O:15][CH3:16].[I-:29].[K+:34].[K+:35].[Na+:28]>>[CH2:2]1[CH2:3][N:4]1[c:5]1[cH:6][c:7]2[c:8]([NH:19][c:20]3[cH:21][c:22]([Cl:27])[c:23]([F:26])[cH:24][cH:25]3)[c:9]([C:17]#[N:18])[cH:10][n:11][c:12]2[cH:13][c:14]1[O:15][CH3:16]. Starting materials: C(C)(=O)OC=C (vinyl acetate), C(=C)N1C(CCC1)=O (N-vinyl-2-pyrrolidone), N(=NC(C#N)(C)C)C(C#N)(C)C (2,2'-azobis(isobutyronitrile)), C(COCCO)O.C(CCCCC(=O)O)(=O)O (diethylene glycol adipic acid), N(=NC(C#N)(C)C)C(C#N)(C)C (2,2'-azobis(isobutyronitrile)). Solvent: C1(=CC=CC=C1)C (toluene), C(C)(=O)OCC (ethyl acetate), C1(=CC=CC=C1)C (toluene), C(C)(=O)OCC (ethyl acetate), C1(=CC=CC=C1)C (toluene), C(C)(=O)OCC (ethyl acetate). Conditions: temperature 170 fahrenheit, time 2 hour. Yields the product C(=C)N1C(CCC1)=O.C(C)(=O)OC=C (Vinyl Pyrrolidone/Vinyl Acetate). As a reaction SMILES: [C:1]([O:4][CH:5]=[CH2:6])(=[O:3])[CH3:2].[CH:7]([N:9]1[CH2:13][CH2:12][CH2:11][C:10]1=[O:14])=[CH2:8].N(C(C)(C)C#N)=NC(C)(C)C#N.C(O)COCCO.C(O)(=O)CCCCC(O)=O>C1(C)C=CC=CC=1.C(OCC)(=O)C>[CH:7]([N:9]1[CH2:13][CH2:12][CH2:11][C:10]1=[O:14])=[CH2:8].[C:1]([O:4][CH:5]=[CH2:6])(=[O:3])[CH3:2] |f:3.4,7.8|. Reported procedure: To a suitable reactor were added 8,424 parts of vinyl acetate, 4,826 parts of ethyl acetate, 845 parts of N-vinyl-2-pyrrolidone, 725 parts of toluene, and 4.3 parts of 2,2'-azobis(isobutyronitrile). The reactants were heated to reflux (170° F.) and were held at reflux for 1 hour. A solution of 4.3 parts of 2,2'-azobis(isobutyronitrile) and 7.5 parts of ethyl acetate was then added. Heating at reflux was continued for 2 hours. Additional catalyst solution, 2 parts of catalyst and 7.5 parts of eth... The reactants are O=C([O-])[O-], Clc1cncc(Cl)n1, [Cs+], [Cs+], CC(C)(C)OC(=O)N1CCNCC1. The product is CC(C)(C)OC(=O)N1CCN(c2cncc(Cl)n2)CC1. RXN SMILES: [C:22](=[O:23])([O-:24])[O-:25].[Cl:1][c:2]1[n:3][c:4]([Cl:8])[cH:5][n:6][cH:7]1.[Cs+:26].[Cs+:27].[N:9]1([C:15](=[O:16])[O:17][C:18]([CH3:19])([CH3:20])[CH3:21])[CH2:10][CH2:11][NH:12][CH2:13][CH2:14]1>>[c:2]1([N:12]2[CH2:11][CH2:10][N:9]([C:15](=[O:16])[O:17][C:18]([CH3:19])([CH3:20])[CH3:21])[CH2:14][CH2:13]2)[n:3][c:4]([Cl:8])[cH:5][n:6][cH:7]1.